From a dataset of the Open Reaction Database (ORD), a public repository of structured organic reaction records. describe an organic reaction: reactants, conditions, products, and yield The reactants are FC(C1=NN(C=2C(CCC(C12)(F)F)(F)F)CC(=O)N[C@@H](CC1=CC(=CC(=C1)F)F)C1=NC(=NC=C1C=1C=CC(=C(C(=O)N)C1)F)NC)F ((S)-5-(4-(1-(2-(3-(difluoromethyl)-4,4,7,7-tetrafluoro-4,5,6,7-tetrahydro-1H-indazol-1-yl)acetamido)-2-(3,5-difluorophenyl)ethyl)-2-(methylamino)pyrimidin-5-yl)-2-fluorobenzamide), NCCO (2-aminoethanol), BrC=1C(=NC(=NC1)S(=O)(=O)C)[C@H](CC1=CC(=CC(=C1)F)F)NC(CN1N=C(C=2C(CCC(C12)(F)F)(F)F)C(F)F)=O ((S)—N-(1-(5-bromo-2-(methylsulfonyl)pyrimidin-4-yl)-2-(3,5-difluorophenyl)ethyl)-2-(3-(difluoromethyl)-4,4,7,7-tetrafluoro-4,5,6,7-tetrahydro-1H-indazol-1-yl)acetamide). Yields the product FC(C1=NN(C=2C(CCC(C12)(F)F)(F)F)CC(=O)N[C@@H](CC1=CC(=CC(=C1)F)F)C1=NC(=NC=C1C=1C=CC(=C(C(=O)N)C1)F)NCCO)F ((S)-5-(4-(1-(2-(3-(difluoromethyl)-4,4,7,7-tetrafluoro-4,5,6,7-tetrahydro-1H-indazol-1-yl)acetamido)-2-(3,5-difluorophenyl)ethyl)-2-((2-hydroxyethyl)amino)pyrimidin-5-yl)-2-fluorobenzamide). As a reaction SMILES: [F:1][CH:2]([F:48])[C:3]1[C:11]2[C:10]([F:13])([F:12])[CH2:9][CH2:8][C:7]([F:15])([F:14])[C:6]=2[N:5]([CH2:16][C:17]([NH:19][C@H:20]([C:30]2[C:35]([C:36]3[CH:37]=[CH:38][C:39]([F:45])=[C:40]([CH:44]=3)[C:41]([NH2:43])=[O:42])=[CH:34][N:33]=[C:32]([NH:46][CH3:47])[N:31]=2)[CH2:21][C:22]2[CH:27]=[C:26]([F:28])[CH:25]=[C:24]([F:29])[CH:23]=2)=[O:18])[N:4]=1.NC[CH2:51][OH:52].BrC1C([C@@H](NC(=O)CN2C3C(F)(F)CCC(F)(F)C=3C(C(F)F)=N2)CC2C=C(F)C=C(F)C=2)=NC(S(C)(=O)=O)=NC=1>>[F:48][CH:2]([F:1])[C:3]1[C:11]2[C:10]([F:12])([F:13])[CH2:9][CH2:8][C:7]([F:14])([F:15])[C:6]=2[N:5]([CH2:16][C:17]([NH:19][C@H:20]([C:30]2[C:35]([C:36]3[CH:37]=[CH:38][C:39]([F:45])=[C:40]([CH:44]=3)[C:41]([NH2:43])=[O:42])=[CH:34][N:33]=[C:32]([NH:46][CH2:47][CH2:51][OH:52])[N:31]=2)[CH2:21][C:22]2[CH:23]=[C:24]([F:29])[CH:25]=[C:26]([F:28])[CH:27]=2)=[O:18])[N:4]=1. Procedure details: The title compound (26) was prepared according to the method presented for the synthesis of compound 14B of Example 14 starting with 2-aminoethanol and 12C. 1H NMR (400 MHz, CD3OD) δ 8.83 (d, J=7.7 Hz, 1H), 8.06 (s, 2H), 7.49-7.32 (m, 2H), 7.21 (dd, J=10.7, 8.5 Hz, 1H), 7.02-6.58 (m, 2H), 6.45 (d, J=6.1 Hz, 2H), 5.22 (m, 1H), 5.05 (s, 2H), 3.86-3.58 (m, 4H), 3.18-2.85 (m, 2H), 2.66-2.23 (m, 4H). MS (m/z) 716.23 [M+H]+.